describe an organic reaction: reactants, conditions, products, and yield From a dataset of the Open Reaction Database (ORD), a public repository of structured organic reaction records. The reactants are ClC1=C2C(=NN=C1C1=CC=CC=C1)NN=C2 (4-chloro-5-phenyl-1H-pyrazolo[3,4-c]pyridazine), IN1C(CCC1=O)=O (N-iodosuccinimide). Solvent: C(C)#N (acetonitrile). Product: ClC1=C2C(=NN=C1C1=CC=CC=C1)NN=C2I (4-chloro-3-iodo-5-phenyl-1H-pyrazolo[3,4-c]pyridazine). RXN SMILES: [Cl:1][C:2]1[C:7]([C:8]2[CH:13]=[CH:12][CH:11]=[CH:10][CH:9]=2)=[N:6][N:5]=[C:4]2[NH:14][N:15]=[CH:16][C:3]=12.[I:17]N1C(=O)CCC1=O>C(#N)C>[Cl:1][C:2]1[C:7]([C:8]2[CH:13]=[CH:12][CH:11]=[CH:10][CH:9]=2)=[N:6][N:5]=[C:4]2[NH:14][N:15]=[C:16]([I:17])[C:3]=12. Procedure details: A suspension of 4-chloro-5-phenyl-1H-pyrazolo[3,4-c]pyridazine (2.44 g, 10.6 mmol) and N-iodosuccinimide (3.58 g, 15.9 mmol) in acetonitrile (106 mL) was heated at reflux for 1 d. The yellow solid was collected by filtration whilst warm to provide a mixture of the title compound and starting material (9:1, 4 g).